From a dataset of the Open Reaction Database (ORD), a public repository of structured organic reaction records. describe an organic reaction: reactants, conditions, products, and yield The reactants are N1(C=NC=C1)C1COC2=C(C1O)C=C(C=C2)Cl (3-(1-imidazolyl)-2,3-dihydro-6-chloro-4H-1-benzopyran-4-ol), S(O)(O)(=O)=O (sulphuric acid), [NH4+].[OH-] (NH4OH), ice water. Solvent: C(C)(=O)O (acetic acid). Yields the product N1(C=NC=C1)C=1COC2=C(C1)C=C(C=C2)Cl (3-(1-imidazolyl)-6-chloro-2H-1-benzopyran). The yield is 77.8%. Reaction SMILES: [N:1]1([CH:6]2[CH:11](O)[C:10]3[CH:13]=[C:14]([Cl:17])[CH:15]=[CH:16][C:9]=3[O:8][CH2:7]2)[CH:5]=[CH:4][N:3]=[CH:2]1.S(=O)(=O)(O)O.[NH4+].[OH-]>C(O)(=O)C>[N:1]1([C:6]2[CH2:7][O:8][C:9]3[CH:16]=[CH:15][C:14]([Cl:17])=[CH:13][C:10]=3[CH:11]=2)[CH:5]=[CH:4][N:3]=[CH:2]1 |f:2.3|. Procedure details: A solution of 3-(1-imidazolyl)-2,3-dihydro-6-chloro-4H-1-benzopyran-4-ol (5.4 g), acetic acid (81 ml) and sulphuric acid (27 ml) was heated at 80° C. for 8 hours. The solution, poured into ice water (200 ml), neutralized with NH4OH, extracted with CH2Cl2, dried and evaporated to dryness gave 3.9 g of 3-(1-imidazolyl)-6-chloro-2H-1-benzopyran, m.p. 118°-120° C. (isopropyl alcohol). Starting materials: N#CC[P+](c1ccccc1)(c1ccccc1)c1ccccc1, CCCc1cc(C=O)ccn1, CO, CN(C)C=O, [Cl-], [H-], [Na+], C1CCOC1. The product is CCCc1cc(C=CC#N)ccn1. Reaction SMILES: [C:4](#[N:5])[CH2:6][P+:7]([c:8]1[cH:9][cH:10][cH:11][cH:12][cH:13]1)([c:14]1[cH:15][cH:16][cH:17][cH:18][cH:19]1)[c:20]1[cH:21][cH:22][cH:23][cH:24][cH:25]1.[CH2:26]([CH2:27][CH3:28])[c:29]1[n:30][cH:31][cH:32][c:33]([CH:35]=[O:36])[cH:34]1.[CH3:37][OH:38].[CH3:44][N:45]([CH3:46])[CH:47]=[O:48].[Cl-:3].[H-:1].[Na+:2].[O:39]1[CH2:40][CH2:41][CH2:42][CH2:43]1>>[C:4](#[N:5])[CH:6]=[CH:35][c:33]1[cH:32][cH:31][n:30][c:29]([CH2:26][CH2:27][CH3:28])[cH:34]1. Starting materials: NC1=CC=C(C(=O)NCCN2C(C3=C(CC2)C=CS3)CCCC)C=C1 (6-[2-(4-Aminobenzamido)ethyl]-7-butyl-4,5,6,7-tetrahydro thieno[2,3-c]pyridine), CS(=O)(=O)Cl (methanesulfonyl chloride), C(Cl)Cl.CO.[NH4+].[OH-] (CH2Cl2 Methanol NH4OH). Yields the product C(CCC)C1N(CCC2=C1SC=C2)CCNC(C2=CC=C(C=C2)NS(=O)(=O)C)=O (7-Butyl-4,5,6,7-tetrahydro-6-[2-(4-methanesulfonamidobenzamido)ethyl]thieno[2,3-c]pyridine). Isolated yield 80.0%. RXN SMILES: [NH2:1][C:2]1[CH:25]=[CH:24][C:5]([C:6]([NH:8][CH2:9][CH2:10][N:11]2[CH2:16][CH2:15][C:14]3[CH:17]=[CH:18][S:19][C:13]=3[CH:12]2[CH2:20][CH2:21][CH2:22][CH3:23])=[O:7])=[CH:4][CH:3]=1.[CH3:26][S:27](Cl)(=[O:29])=[O:28].C(Cl)Cl.CO.[NH4+].[OH-]>>[CH2:20]([CH:12]1[C:13]2[S:19][CH:18]=[CH:17][C:14]=2[CH2:15][CH2:16][N:11]1[CH2:10][CH2:9][NH:8][C:6](=[O:7])[C:5]1[CH:4]=[CH:3][C:2]([NH:1][S:27]([CH3:26])(=[O:29])=[O:28])=[CH:25][CH:24]=1)[CH2:21][CH2:22][CH3:23] |f:2.3.4.5|. Procedure details: Prepared by Method F using the aminobenzene from Example 15 and methanesulfonyl chloride. The product was isolated as a white solid after flash silica gel chromatography using CH2Cl2 /Methanol/NH4OH (97.5/2.25/0.25 to 95.75/4/0.25). This material was recrystallized from EtOAc/ether to afford the title compound as an near-white solid (80%); mp 98°-105° C.; IR (KBr) 3420, 2930, 1635, 1610, 1553, 1505, 1340, 1310 and 1155 cm-1. Starting materials: O=C(Cl)OCc1ccccc1, Nc1cc[nH]c(=O)n1, c1ccncc1. The product is O=C(Nc1cc[nH]c(=O)n1)OCc1ccccc1. Reaction SMILES: [CH2:1]([c:2]1[cH:3][cH:4][cH:5][cH:6][cH:7]1)[O:8][C:9](=[O:10])[Cl:11].[NH2:12][c:13]1[cH:14][cH:15][nH:16][c:17](=[O:18])[n:19]1.[cH:20]1[cH:21][cH:22][n:23][cH:24][cH:25]1>>[CH2:1]([c:2]1[cH:3][cH:4][cH:5][cH:6][cH:7]1)[O:8][C:9](=[O:10])[NH:12][c:13]1[cH:14][cH:15][nH:16][c:17](=[O:18])[n:19]1. Starting materials: NC(COC1=CC=C(C(C(=O)N)=C1)O)(C)C (5-(2-amino-2-methylpropoxy)salicylamide), O1C(COC2=C(C#N)C=CC=C2)C1 (2-(2,3-epoxypropoxy)benzonitrile). The solvent is O1CCOCC1 (dioxan). The product is C(N)(=O)C=1C=C(OCC(C)(C)NCC(COC2=C(C=CC=C2)C#N)O)C=CC1O (1-[2-(3-carbamoyl-4-hydroxyphenoxy)-1,1-dimethylethylamino]-3-(2-cyanophenoxy)propan-2-ol). Reaction SMILES: [NH2:1][C:2]([CH3:16])([CH3:15])[CH2:3][O:4][C:5]1[CH:13]=[C:9]([C:10]([NH2:12])=[O:11])[C:8]([OH:14])=[CH:7][CH:6]=1.[O:17]1[CH2:29][CH:18]1[CH2:19][O:20][C:21]1[CH:28]=[CH:27][CH:26]=[CH:25][C:22]=1[C:23]#[N:24]>O1CCOCC1>[C:10]([C:9]1[CH:13]=[C:5]([CH:6]=[CH:7][C:8]=1[OH:14])[O:4][CH2:3][C:2]([NH:1][CH2:29][CH:18]([OH:17])[CH2:19][O:20][C:21]1[CH:28]=[CH:27][CH:26]=[CH:25][C:22]=1[C:23]#[N:24])([CH3:16])[CH3:15])(=[O:11])[NH2:12]. Procedure details: The solution of 2.24 g of 5-(2-amino-2-methylpropoxy)salicylamide in 30 ml of dioxan is refluxed for 7 hours after the addition of 2.3 g of 2-(2,3-epoxypropoxy)benzonitrile, and then concentrated by evaporation. The residue is divided between 10 ml of 2N hydrochloric acid and 100 ml of ethyl acetate. The acidic aqueous phase is rendered alkaline with concentrated ammonia solution, the base is extracted with ethyl acetate and the solvent is evaporated off, whereupon an oil is obtained from which,... The reactants are NC1=CC=CC=C1 (aniline), C(C)OC=1C(C(C1OCC)=O)=O (3,4-diethoxy-3-cyclobutene-1,2-dione). Solvent: C(C)O (ethanol). The product is N(C1=CC=CC=C1)C1=C(C(C1=O)=O)OCC (4-Anilino-3-ethoxy-3-cyclobutene-1,2-dione). RXN SMILES: [NH2:1][C:2]1[CH:7]=[CH:6][CH:5]=[CH:4][CH:3]=1.[CH2:8]([O:10][C:11]1[C:12](=O)[C:13](=[O:18])[C:14]=1[O:15]CC)[CH3:9]>C(O)C>[NH:1]([C:12]1[C:13](=[O:18])[C:14](=[O:15])[C:11]=1[O:10][CH2:8][CH3:9])[C:2]1[CH:7]=[CH:6][CH:5]=[CH:4][CH:3]=1. Procedure details: 0.01 mol of aniline is added to a solution of 0.01 mol of 3,4-diethoxy-3-cyclobutene-1,2-dione in 30 ml of anhydrous ethanol. The mixture is refluxed for 12 hours and the precipitate that forms is filtered off while hot. The resulting residue is solidified in the presence of ether enabling the expected product to be isolated. Reactants: ( 18 ), N1CCC(CC1)C1=C(C(=CC=C1)C(F)(F)F)O (2-piperidin-4-yl-6-(trifluoromethyl)phenol), ( 15 ), C([O-])([O-])=O.[K+].[K+] (potassium carbonate), ICC (iodoethane), ( 19 ). The solvent is C(C)#N (acetonitrile). Yields the product C(C)N1CCC(CC1)C1=C(C(=CC=C1)C(F)(F)F)O (2-(1-ETHYLPIPERIDIN-4-YL)-6-(TRIFLUOROMETHYL)PHENOL). As a reaction SMILES: [NH:1]1[CH2:6][CH2:5][CH:4]([C:7]2[CH:12]=[CH:11][CH:10]=[C:9]([C:13]([F:16])([F:15])[F:14])[C:8]=2[OH:17])[CH2:3][CH2:2]1.C(=O)([O-])[O-].[K+].[K+].I[CH2:25][CH3:26]>C(#N)C>[CH2:25]([N:1]1[CH2:6][CH2:5][CH:4]([C:7]2[CH:12]=[CH:11][CH:10]=[C:9]([C:13]([F:15])([F:16])[F:14])[C:8]=2[OH:17])[CH2:3][CH2:2]1)[CH3:26] |f:1.2.3|. Procedure: Preparation according to Example 1: 2-piperidin-4-yl-6-(trifluoromethyl)phenol (0.01 g, 0.04 mmol), acetonitrile (2 ml), potassium carbonate (0.01 g) and iodoethane (0.01 ml). MS m/z (relative intensity, 70 eV) 273 (M+, 37), 259 (15), 258 (bp), 238 (18), 195 (19). The reactants are C(=O)(OC)COC1=CC=C(C=C1)CC(C)N1CC(OCC1)C=1N=C(SC1)C(F)(F)F (N-[2-(4-carbomethoxymethoxyphenyl)-1-methylethyl]-2-(2-trifluoromethyl-thiazol-4-yl)morpholine), [OH-].[Na+] (sodium hydroxide), Cl (hydrochloric acid). Run in CO (methanol). The product is C(=O)(O)COC1=CC=C(C=C1)CC(C)N1CC(OCC1)C=1N=C(SC1)C(F)(F)F (N-[2-(4-Carboxymethoxyphenyl)-1-methylethyl]-2-(2-trifluoromethyl-thiazol-4-yl)morpholine). Reaction SMILES: [C:1]([CH2:5][O:6][C:7]1[CH:12]=[CH:11][C:10]([CH2:13][CH:14]([N:16]2[CH2:21][CH2:20][O:19][CH:18]([C:22]3[N:23]=[C:24]([C:27]([F:30])([F:29])[F:28])[S:25][CH:26]=3)[CH2:17]2)[CH3:15])=[CH:9][CH:8]=1)([O:3]C)=[O:2].[OH-].[Na+].Cl>CO>[C:1]([CH2:5][O:6][C:7]1[CH:12]=[CH:11][C:10]([CH2:13][CH:14]([N:16]2[CH2:21][CH2:20][O:19][CH:18]([C:22]3[N:23]=[C:24]([C:27]([F:28])([F:29])[F:30])[S:25][CH:26]=3)[CH2:17]2)[CH3:15])=[CH:9][CH:8]=1)([OH:3])=[O:2] |f:1.2|. Procedure details: Prepared by analogy to Example 16 by reaction of N-[2-(4-carbomethoxymethoxyphenyl)-1-methylethyl]-2-(2-trifluoromethyl-thiazol-4-yl)morpholine (diastereomer A) in methanol with 1N sodium hydroxide solution. After the mixture has been neutralised with 1N hydrochloric acid it is extracted by shaking with methylene chloride, the extract is evaporated to dryness, and the remaining residue is triturated with petroleum ether and is filtered off with suction. Product: CN1CCc2c(csc2Br)C(c2ccccc2)C1. Reaction SMILES: [Br:1][c:2]1[s:3][c:4]([Br:19])[c:5]2[c:6]1[CH2:7][CH2:8][N:9]([CH3:18])[CH2:10][CH:11]2[c:12]1[cH:13][cH:14][cH:15][cH:16][cH:17]1.[CH3:20][C:21](=[O:22])[OH:23].[Zn:24]>>[Br:1][c:2]1[s:3][cH:4][c:5]2[c:6]1[CH2:7][CH2:8][N:9]([CH3:18])[CH2:10][CH:11]2[c:12]1[cH:13][cH:14][cH:15][cH:16][cH:17]1. Reactants: CN1CCc2c(Br)sc(Br)c2C(c2ccccc2)C1, CC(=O)O, [Zn].